The task is: describe an organic reaction: reactants, conditions, products, and yield. This data is from the Open Reaction Database (ORD), a public repository of structured organic reaction records. The reactants are C(C1=CC=CC=C1)(=O)C1=C(C=C(C(=O)O)C=C1[N+](=O)[O-])OCCCC (4-benzoyl-3-n-butoxy-5-nitrobenzoic acid), C(C1=CC=CC=C1)(=O)C1=C(C=C(C(=O)O)C=C1[N+](=O)[O-])OCC (4-benzoyl-3-ethoxy-5-nitrobenzoic acid). Product: NC=1C(=C(C=C(C(=O)O)C1)OCC)C(C1=CC=CC=C1)=O (5-amino-4-benzoyl-3-ethoxybenzoic acid). RXN SMILES: [C:1]([C:9]1[C:17]([N+:18]([O-])=O)=[CH:16][C:12]([C:13]([OH:15])=[O:14])=[CH:11][C:10]=1[O:21][CH2:22][CH2:23]CC)(=[O:8])[C:2]1[CH:7]=[CH:6][CH:5]=[CH:4][CH:3]=1.C(C1C([N+]([O-])=O)=CC(C(O)=O)=CC=1OCC)(=O)C1C=CC=CC=1>>[NH2:18][C:17]1[C:9]([C:1](=[O:8])[C:2]2[CH:7]=[CH:6][CH:5]=[CH:4][CH:3]=2)=[C:10]([O:21][CH2:22][CH3:23])[CH:11]=[C:12]([CH:16]=1)[C:13]([OH:15])=[O:14]. Procedure details: By replacing in Example 1, step C, 4-benzoyl-3-n-butoxy-5-nitrobenzoic acid with 4-benzoyl-3-ethoxy-5-nitrobenzoic acid, and following the procedure described, 5-amino-4-benzoyl-3-ethoxybenzoic acid is obtained with a melting point of 229.5°-230.5° C. Starting materials: C(C)O (ethanol), IC1=CC(=CC2=C1N(C=N2)C2=CC=CC=C2)C(F)(F)F (7-iodo-1-phenyl-5-trifluoromethylbenzimidazole), C(C)B(C=1C=NC=CC1)CC (diethyl 3-pyridylborane), C([O-])(O)=O.[Na+] (sodium bicarbonate). The reagents and catalysts are C=1C=CC(=CC1)[P](C=2C=CC=CC2)(C=3C=CC=CC3)[Pd]([P](C=4C=CC=CC4)(C=5C=CC=CC5)C=6C=CC=CC6)([P](C=7C=CC=CC7)(C=8C=CC=CC8)C=9C=CC=CC9)[P](C=1C=CC=CC1)(C=1C=CC=CC1)C=1C=CC=CC1 (tetrakis(triphenylphosphine)palladium(0)). Solvent: O (water), O (water), C(OC)COC (dimethoxyethane). Product: C1(=CC=CC=C1)N1C=NC2=C1C(=CC(=C2)C(F)(F)F)C=2C=NC=CC2 (1-Phenyl-7-(3-pyridyl)-5-trifluoromethylbenzimidazole). RXN SMILES: I[C:2]1[C:7]2[N:8]([C:11]3[CH:16]=[CH:15][CH:14]=[CH:13][CH:12]=3)[CH:9]=[N:10][C:6]=2[CH:5]=[C:4]([C:17]([F:20])([F:19])[F:18])[CH:3]=1.C(B(CC)[C:24]1[CH:25]=[N:26][CH:27]=[CH:28][CH:29]=1)C.C(=O)(O)[O-].[Na+].C(O)C>O.C(COC)OC.C1C=CC([P]([Pd]([P](C2C=CC=CC=2)(C2C=CC=CC=2)C2C=CC=CC=2)([P](C2C=CC=CC=2)(C2C=CC=CC=2)C2C=CC=CC=2)[P](C2C=CC=CC=2)(C2C=CC=CC=2)C2C=CC=CC=2)(C2C=CC=CC=2)C2C=CC=CC=2)=CC=1>[C:11]1([N:8]2[C:7]3[C:2]([C:24]4[CH:25]=[N:26][CH:27]=[CH:28][CH:29]=4)=[CH:3][C:4]([C:17]([F:20])([F:19])[F:18])=[CH:5][C:6]=3[N:10]=[CH:9]2)[CH:16]=[CH:15][CH:14]=[CH:13][CH:12]=1 |f:2.3,^1:50,52,71,90|. Procedure details: A mixture of 7-iodo-1-phenyl-5-trifluoromethylbenzimidazole (370 mg, 1 mmol), diethyl 3-pyridylborane (220 mg, 1.5 mmol), sodium bicarbonate (420 mg, 5 mmol) and tetrakis(triphenylphosphine)palladium(0) (29 mg, 0.025 mmol) in a mixture of water (5 ml) and dimethoxyethane (10 ml) was stirred at reflux overnight The cooled reaction mixture was partitioned between ethyl acetate and water, and the organic extract was purified by column chromatography on silica gel eluting with a mixture of dichlorom... Reactants: CCO, S=C=Nc1ccccc1Cl, N#CN, [Na]. The product is N#CNC(=S)Nc1ccccc1Cl. As a reaction SMILES: [CH3:15][CH2:16][OH:17].[Cl:5][c:6]1[c:7]([N:12]=[C:13]=[S:14])[cH:8][cH:9][cH:10][cH:11]1.[N:1]#[C:2][NH2:3].[Na:4]>>[N:1]#[C:2][NH:3][C:13]([NH:12][c:7]1[c:6]([Cl:5])[cH:11][cH:10][cH:9][cH:8]1)=[S:14].